Task: describe an organic reaction: reactants, conditions, products, and yield. Dataset: the Open Reaction Database (ORD), a public repository of structured organic reaction records The reactants are C(C)(=O)O[C@@H]1[C@H]([C@H](OCCBr)O[C@@H]([C@H]1O[C@H]1[C@H](OC(C)=O)[C@@H](OC(C)=O)[C@@H](O[C@@H]2[C@H](OC(C)=O)[C@@H](OC(C)=O)[C@@H](OC(C)=O)[C@H](O2)COC(C)=O)[C@H](O1)COC(C)=O)COC(C)=O)N1C(C=2C(C1=O)=CC=CC2)=O (2-Bromoethyl 3,6-di-O-acetyl-2-deoxy-2-phthalimido-4-O-[2,3,6-tri-O-acetyl-4-O-(2,3,4,6-tetra-O-acetyl-α-D-galactopyranosyl)-β-D-galactopyranosyl]-β-D-glucopyranoside), O.NN (hydrazine hydrate). The reagents and catalysts are [Pd] (Pd/C). Run in ClCCl (dichloromethane), C[O-].[Na+] (sodium methoxide). The product is C(C)(=O)N[C@H]1[C@H](OCC)O[C@@H]([C@H]([C@@H]1OC(C)=O)O[C@H]1[C@H](OC(C)=O)[C@@H](OC(C)=O)[C@@H](O[C@@H]2[C@H](OC(C)=O)[C@@H](OC(C)=O)[C@@H](OC(C)=O)[C@H](O2)COC(C)=O)[C@H](O1)COC(C)=O)COC(C)=O (Ethyl 2-acetamido-2-deoxy-3,6-di-O-acetyl-4-O-[2,3,6-tri-O-acetyl-4-O-(2,3,4,6-tetra-O-acetyl-α-D-galactopyranosyl)-β-D-galactopyranosyl]-β-glucopyranoside). The yield is 28.6%. Reaction SMILES: [C:1]([O:4][C@H:5]1[C@H:14]([O:15][C@@H:16]2[O:53][C@H:52]([CH2:54][O:55][C:56](=[O:58])[CH3:57])[C@H:27]([O:28][C@H:29]3[O:46][C@H:45]([CH2:47][O:48][C:49](=[O:51])[CH3:50])[C@H:40]([O:41][C:42](=[O:44])[CH3:43])[C@H:35]([O:36][C:37](=[O:39])[CH3:38])[C@H:30]3[O:31][C:32](=[O:34])[CH3:33])[C@H:22]([O:23][C:24](=[O:26])[CH3:25])[C@H:17]2[O:18][C:19](=[O:21])[CH3:20])[C@@H:13]([CH2:59][O:60][C:61](=[O:63])[CH3:62])[O:12][C@@H:7]([O:8][CH2:9][CH2:10]Br)[C@@H:6]1[N:64]1C(=O)C2=CC=CC=[C:66]2[C:65]1=[O:74])(=[O:3])[CH3:2].O.NN>C[O-].[Na+].ClCCl.[Pd]>[C:65]([NH:64][C@@H:6]1[C@@H:5]([O:4][C:1](=[O:3])[CH3:2])[C@H:14]([O:15][C@@H:16]2[O:53][C@H:52]([CH2:54][O:55][C:56](=[O:58])[CH3:57])[C@H:27]([O:28][C@H:29]3[O:46][C@H:45]([CH2:47][O:48][C:49](=[O:51])[CH3:50])[C@H:40]([O:41][C:42](=[O:44])[CH3:43])[C@H:35]([O:36][C:37](=[O:39])[CH3:38])[C@H:30]3[O:31][C:32](=[O:34])[CH3:33])[C@H:22]([O:23][C:24](=[O:26])[CH3:25])[C@H:17]2[O:18][C:19](=[O:21])[CH3:20])[C@@H:13]([CH2:59][O:60][C:61](=[O:63])[CH3:62])[O:12][C@H:7]1[O:8][CH2:9][CH3:10])(=[O:74])[CH3:66] |f:1.2,3.4|. Procedure: Compound 78 (0.65 g, 0.58 mmol) was hydrogenated (10% Pd/C, 0.31 g, 40 psi) in methanolic sodium methoxide (0.02M, 56 ml) at room temperature for 20 h, filtered and neutralized with Duolite C-26 (H+) resin. The mixture was filtered and concentrated and the residue was dissolved in methanol (20 ml) and hydrazine hydrate (1.7 g, 34 mmol), refluxed for 23 h and concentrated. The residue was acetylated (acetic anhydride:pyridine 1:1 50 ml) at room temperature for 18 h. Co-concentration with toluene ...